This data is from the Open Reaction Database (ORD), a public repository of structured organic reaction records. The task is: describe an organic reaction: reactants, conditions, products, and yield Yield: 84.9%. Reaction SMILES: [F-:1].[K+].Br[CH2:4][C:5]1[CH:6]=[C:7]([CH:11]=[CH:12][CH:13]=1)[C:8]([OH:10])=[O:9]>C(#N)C>[F:1][CH2:4][C:5]1[CH:6]=[C:7]([CH:11]=[CH:12][CH:13]=1)[C:8]([OH:10])=[O:9] |f:0.1|. Reported procedure: 2.945 g (11.15 millimoles) of 1,4,7,10,13,16-hexanona-cyclooctadecane (18-Crown-6) are dissolved in 30 ml anhydrous acetonitrile, whereupon 6.48 g (111.54 millimoles) of anhydrous potassium fluoride are added. The mixture is stirred for half an hour and 12 g (55.77 millimoles) of 3-bromomethyl benzoic acid are added. The reaction mixture is stirred at 50° C. for 3 hours, whereupon it is filtered and the filtrate is evaporated in vacuo. The residue is taken up in 100 ml of ethyl acetate and the s... Reactants: 1,4,7,10,13,16-hexanona-cyclooctadecane, [F-].[K+] (potassium fluoride), BrCC=1C=C(C(=O)O)C=CC1 (3-bromomethyl benzoic acid). Solvent: C(C)#N (acetonitrile). The product is FCC=1C=C(C(=O)O)C=CC1 (3-fluoromethyl-benzoic acid). The reactants are C(C1=CC=CC=C1)OC=1C=C(C(=O)O)C=C(C1C)C=1C=CC2=C(C(=C(O2)C2=CC=C(C=C2)F)C(NC)=O)C1 (3-(benzyloxy)-5-(2-(4-fluorophenyl)-3-(methylcarbamoyl)benzofuran-5-yl)-4-methylbenzoic acid), N1=C(C=CC=C1)C1(CC1)N (1-(pyridin-2-yl)cyclopropanamine), C=1C=CC2=C(C1)N=NN2O (HOBT), CCN=C=NCCCN(C)C.Cl (EDC.HCl), C(C)(C)N(CC)C(C)C (Diisopropylethylamine). Run in C(Cl)Cl (DCM). Conditions: time 12 hour. Product: C(C1=CC=CC=C1)OC=1C(=C(C=C(C1)C(NC1(CC1)C1=NC=CC=C1)=O)C=1C=CC2=C(C(=C(O2)C2=CC=C(C=C2)F)C(=O)NC)C1)C (5-(3-(Benzyloxy)-2-methyl-5-(1-(pyridin-2-yl)cyclopropylcarbamoyl)phenyl)-2-(4-fluorophenyl)-N-methylbenzofuran-3-carboxamide). As a reaction SMILES: [CH2:1]([O:8][C:9]1[CH:10]=[C:11]([CH:15]=[C:16]([C:19]2[CH:20]=[CH:21][C:22]3[O:26][C:25]([C:27]4[CH:32]=[CH:31][C:30]([F:33])=[CH:29][CH:28]=4)=[C:24]([C:34](=[O:37])[NH:35][CH3:36])[C:23]=3[CH:38]=2)[C:17]=1[CH3:18])[C:12](O)=[O:13])[C:2]1[CH:7]=[CH:6][CH:5]=[CH:4][CH:3]=1.[N:39]1[CH:44]=[CH:43][CH:42]=[CH:41][C:40]=1[C:45]1([NH2:48])[CH2:47][CH2:46]1.C1C=CC2N(O)N=NC=2C=1.CCN=C=NCCCN(C)C.Cl.C(N(C(C)C)CC)(C)C>C(Cl)Cl>[CH2:1]([O:8][C:9]1[C:17]([CH3:18])=[C:16]([C:19]2[CH:20]=[CH:21][C:22]3[O:26][C:25]([C:27]4[CH:32]=[CH:31][C:30]([F:33])=[CH:29][CH:28]=4)=[C:24]([C:34]([NH:35][CH3:36])=[O:37])[C:23]=3[CH:38]=2)[CH:15]=[C:11]([C:12](=[O:13])[NH:48][C:45]2([C:40]3[CH:41]=[CH:42][CH:43]=[CH:44][N:39]=3)[CH2:47][CH2:46]2)[CH:10]=1)[C:2]1[CH:3]=[CH:4][CH:5]=[CH:6][CH:7]=1 |f:3.4|. Procedure: To a mixture of 3-(benzyloxy)-5-(2-(4-fluorophenyl)-3-(methylcarbamoyl)benzofuran-5-yl)-4-methylbenzoic acid (0.2 g, 0.40 mmol, 1 eq), 1-(pyridin-2-yl)cyclopropanamine (0.064 g, 0.47 mmol, 1.2 eq) (60% purity), HOBT (0.68 g, 0.012 mmol, 1.7 eq), EDC.HCl (0.064 g, 0.72 mmol, 1.8 eq) in DCM at ambient temperature under nitrogen was added Diisopropylethylamine (0.26 g, 2.0 mmol, 5.0 eq). The clear mixture was stirred at ambient temperature for 12 h. The mixture was concentrated, diluted with water ... The reactants are Cl (HCl), Cl.CN1CCC(CC1)CC1=CC=C(C=C1)C(C)=O (1-[4-(1-methyl-piperidin-4-ylmethyl)-phenyl]-ethanone hydrochloride), C(=O)C1=CC=C(C=CC(=O)O)C=C1 (4-formylcinnamic acid), [OH-].[K+] (KOH). The solvent is CCO (EtOH). Run at time 8 hour. The product is Cl.CN1CCC(CC1)CC1=CC=C(C=C1)C(/C=C/C1=CC=C(C=C1)/C=C/C(=O)O)=O ((E)-3-(4-{(E)-3-[4-(1-methyl-piperidin-4-ylmethyl)-phenyl]-3-oxo-propenyl}-phenyl)-acrylic acid hydrochloride). Isolated yield 57.3%. Reaction SMILES: [ClH:1].[CH3:2][N:3]1[CH2:8][CH2:7][CH:6]([CH2:9][C:10]2[CH:15]=[CH:14][C:13]([C:16](=[O:18])[CH3:17])=[CH:12][CH:11]=2)[CH2:5][CH2:4]1.[CH:19]([C:21]1[CH:31]=[CH:30][C:24]([CH:25]=[CH:26][C:27]([OH:29])=[O:28])=[CH:23][CH:22]=1)=O.[OH-].[K+].Cl>CCO>[ClH:1].[CH3:2][N:3]1[CH2:8][CH2:7][CH:6]([CH2:9][C:10]2[CH:11]=[CH:12][C:13]([C:16](=[O:18])/[CH:17]=[CH:19]/[C:21]3[CH:22]=[CH:23][C:24](/[CH:25]=[CH:26]/[C:27]([OH:29])=[O:28])=[CH:30][CH:31]=3)=[CH:14][CH:15]=2)[CH2:5][CH2:4]1 |f:0.1,3.4,7.8|. Reported procedure: A mixture of 1-[4-(1-methyl-piperidin-4-ylmethyl)-phenyl]-ethanone hydrochloride (prepared as described in Preparation 2, 426 mg, 1.59 mmol), 4-formylcinnamic acid (280 mg, 1.59 mmol) and 1.7 M KOH (2.8 ml) in EtOH (7 ml) was stirred at room temperature overnight. The mixture was acidified with 10% HCl and the resulting precipitate was filtered off to give 388 mg of (E)-3-(4-{(E)-3-[4-(1-methyl-piperidin-4-ylmethyl)-phenyl]-3-oxo-propenyl}-phenyl)-acrylic acid hydrochloride. Reactants: C(=O)(C(F)(F)F)O (TFA), Cl.FC(CNN)(F)F ((2,2,2-Trifluoro-ethyl)-hydrazine HCl salt), N1([C@H](CCC1)C(=O)OC)C(=O)OCC1=CC=CC=C1 ((R)-1-benzyl 2-methyl pyrrolidine-1,2-dicarboxylate), C(C)NN (ethylhydrazine). The product is C(C)N1N=C(C2=C1NC(C=1CCCCC21)=O)C2N(CCC2)C (3-ethyl-1-(1-methylpyrrolidin-2-yl)-3,4,6,7,8,9-hexahydro-5H-pyrazolo[3,4-c]isoquinolin-5-one). As a reaction SMILES: [C:1](O)([C:3](F)(F)F)=[O:2].[N:8]1([C:17](OCC2C=CC=CC=2)=O)[CH2:12][CH2:11][CH2:10][C@@H:9]1[C:13](OC)=O.[CH2:27]([NH:29][NH2:30])[CH3:28].Cl.F[C:33](F)(F)[CH2:34][NH:35]N>>[CH2:27]([N:29]1[C:34]2[NH:35][C:1](=[O:2])[C:3]3[CH2:13][CH2:9][CH2:10][CH2:11][C:12]=3[C:33]=2[C:13]([CH:9]2[CH2:10][CH2:11][CH2:12][N:8]2[CH3:17])=[N:30]1)[CH3:28] |f:3.4|. Procedure: The title compound was prepared as TFA salt according to procedure for Example 69A-69F, substituting (±)-1-benzyl 2-methyl pyrrolidine-1,2-dicarboxylate for (R)-1-benzyl 2-methyl pyrrolidine-1,2-dicarboxylate and ethylhydrazine for (2,2,2-Trifluoro-ethyl)-hydrazine HCl salt. MS (DCI): m/z 301 (M+H)+; 1H NMR (400 MHz, CD3OD): δ 1.42 (t, J=7.36 Hz, 2H), 1.75-1.91 (m, 4H), 2.02-2.26 (m, 2H), 2.23-2.37 (m, 1H), 2.52 (t, J=5.68 Hz, 2H), 2.59-2.77 (m, 1H), 2.77-2.89 (m, 1H), 2.88-3.03 (m, 1H), 2.96 (s... Starting materials: COC=1C=C(C=CC1)C1=NC=C2N1CC(N(C2)C)=O (3-(3-Methoxyphenyl)-7-methyl-5,6,7,8-tetrahydroimidazo[1,5-a]pyrazin-6-one), [H-].[Al+3].[Li+].[H-].[H-].[H-] (lithium aluminum hydride). Solvent: O1CCCC1 (tetrahydrofuran), O1CCCC1 (tetrahydrofuran). Reaction conditions: time 45 minute. Product: COC=1C=C(C=CC1)C1=NC=C2N1C=CN(C2)C (3-(3-Methoxyphenyl)-7-methyl-7,8-dihydro-imidazo[1,5-a]pyrazine). Reaction SMILES: [CH3:1][O:2][C:3]1[CH:4]=[C:5]([C:9]2[N:13]3[CH2:14][C:15](=O)[N:16]([CH3:18])[CH2:17][C:12]3=[CH:11][N:10]=2)[CH:6]=[CH:7][CH:8]=1.[H-].[Al+3].[Li+].[H-].[H-].[H-]>O1CCCC1>[CH3:1][O:2][C:3]1[CH:4]=[C:5]([C:9]2[N:13]3[CH:14]=[CH:15][N:16]([CH3:18])[CH2:17][C:12]3=[CH:11][N:10]=2)[CH:6]=[CH:7][CH:8]=1 |f:1.2.3.4.5.6|. Procedure details: A mixture of 3-(3-Methoxyphenyl)-7-methyl-5,6,7,8-tetrahydroimidazo[1,5-a]pyrazin-6-one (65 mg) and 1N lithium aluminum hydride in tetrahydrofuran (2 mL) in tetrahydrofuran (4 mL) was kept at room temperature for 45 min. After quenching the reaction with 2N sodium hydroxide the reaction was filtered through celite and the solvent was removed in vacuo. The residue was subjected to flash chromatography on silica gel with 5% methanol in chloroform as the eluent to afford 3-(3-Methoxyphenyl)-7-methy...